This data is from the Open Reaction Database (ORD), a public repository of structured organic reaction records. The task is: describe an organic reaction: reactants, conditions, products, and yield Solvent: CO (methanol). Product: Br.NC(CO)CC1=CC(=C(C=C1)C)O (2-amino-3-(3'-hydroxy-4'-methyl-phenyl)-1-propanol hydrobromide). The yield is 81.3%. Reported procedure: 21.5 gm (61 millimols) of 2-benzylamino-3-(3'-hydroxy-4'-methyl-phenyl)-1-propanol hydrobromide (see Example 2) were dissolved in 250 ml of methanol, 6 gm of 5% palladized charcoal were added to the solution, and the mixture was hydrogenated at 60° C and 5 atmospheres pressure. After the debenzylation had gone to completion, the reaction mixture was filtered, the methanol was distilled in vacuo out of the filtrate, the residue was dissolved in hot acetonitrile, and the solution was allowed to co... Reactants: Br.C(C1=CC=CC=C1)NC(CO)CC1=CC(=C(C=C1)C)O (2-benzylamino-3-(3'-hydroxy-4'-methyl-phenyl)-1-propanol hydrobromide), C (charcoal). RXN SMILES: [BrH:1].C([NH:9][CH:10]([CH2:13][C:14]1[CH:19]=[CH:18][C:17]([CH3:20])=[C:16]([OH:21])[CH:15]=1)[CH2:11][OH:12])C1C=CC=CC=1.C>CO>[BrH:1].[NH2:9][CH:10]([CH2:13][C:14]1[CH:19]=[CH:18][C:17]([CH3:20])=[C:16]([OH:21])[CH:15]=1)[CH2:11][OH:12] |f:0.1,4.5|. The reactants are OCCCBr, O=C([O-])[O-], CN(CCc1ccccc1O)C(=O)OC(C)(C)C, CN(C)C=O, CCOC(C)=O, [Cl-], [Cs+], [K+], [K+], O. Product: CN(CCc1ccccc1OCCCO)C(=O)OC(C)(C)C. RXN SMILES: [Br:27][CH2:28][CH2:29][CH2:30][OH:31].[C:19](=[O:20])([O-:21])[O-:22].[C:1]([CH3:2])([CH3:3])([CH3:4])[O:5][C:6]([N:7]([CH3:8])[CH2:9][CH2:10][c:11]1[c:12]([OH:17])[cH:13][cH:14][cH:15][cH:16]1)=[O:18].[CH3:32][N:33]([CH3:34])[CH:35]=[O:36].[CH3:37][CH2:38][O:39][C:40](=[O:41])[CH3:42].[Cl-:25].[Cs+:26].[K+:23].[K+:24].[OH2:43]>>[C:1]([CH3:2])([CH3:3])([CH3:4])[O:5][C:6]([N:7]([CH3:8])[CH2:9][CH2:10][c:11]1[c:12]([O:17][CH2:28][CH2:29][CH2:30][OH:31])[cH:13][cH:14][cH:15][cH:16]1)=[O:18]. The reactants are C1(CCCC1)N1C([C@H](N(C2=CC(=CC=C12)F)C(C1=CC=C(C=C1)OC)=O)CC)=O ((3R)-1-Cyclopentyl-3-ethyl-6-fluoro-4-(4-methoxybenzoyl)-3,4-dihydroquinoxalin-2(1H)-one), C(C)[C@@H]1C(N(C2=CC(=CC=C2N1C(C1=CC=C(C=C1)O)=O)F)C)=O ((3R)-3-ethyl-7-fluoro-4(4-hydroxybenzoyl)-1-methyl-3,4-dihydroquinoxalin-2(1H)-one). Yields the product C1(CCCC1)N1C([C@H](N(C2=CC(=CC=C12)F)C(C1=CC=C(C=C1)O)=O)CC)=O ((3R)-1-cyclopentyl-3-ethyl-6-fluoro-4-(4-hydroxybenzoyl)-3,4-dihydroquinoxalin-2(1H)-one). Isolated yield 40.0%. Reaction SMILES: [CH:1]1([N:6]2[C:15]3[C:10](=[CH:11][C:12]([F:16])=[CH:13][CH:14]=3)[N:9]([C:17](=[O:26])[C:18]3[CH:23]=[CH:22][C:21]([O:24]C)=[CH:20][CH:19]=3)[C@H:8]([CH2:27][CH3:28])[C:7]2=[O:29])[CH2:5][CH2:4][CH2:3][CH2:2]1.C([C@H]1N(C(=O)C2C=CC(O)=CC=2)C2C(=CC(F)=CC=2)N(C)C1=O)C>>[CH:1]1([N:6]2[C:15]3[C:10](=[CH:11][C:12]([F:16])=[CH:13][CH:14]=3)[N:9]([C:17](=[O:26])[C:18]3[CH:19]=[CH:20][C:21]([OH:24])=[CH:22][CH:23]=3)[C@H:8]([CH2:27][CH3:28])[C:7]2=[O:29])[CH2:2][CH2:3][CH2:4][CH2:5]1. Reported procedure: (3R)-1-Cyclopentyl-3-ethyl-6-fluoro-4-(4-methoxybenzoyl)-3,4-dihydroquinoxalin-2(1H)-one was treated according to the procedure for the preparation of (3R)-3-ethyl-7-fluoro-4(4-hydroxybenzoyl)-1-methyl-3,4-dihydroquinoxalin-2(1H)-one (see Example 1) to yield (3R)-1-cyclopentyl-3-ethyl-6-fluoro-4-(4-hydroxybenzoyl)-3,4-dihydroquinoxalin-2(1H)-one (40%). [α]D25=−309° (c=0.0095 G/ML, CHCl3); MS (ESI) m/z 383 ([M+H]+); MS (ESI) m/z 381 ([M−H]−); HRMS: calcd for C22H23FN2O3, 382.1693; found (ESI_FT),... The reactants are N(=O)[O-].[Na+] (sodium nitrite), Br (hydrobromic acid), NC=1C=C(C=CC1F)C=1C(=CC=CC1)C#N (3′-amino-4′-fluorobiphenyl-2-carbonitrile), Br (hydrobromic acid). Reagents/catalysts: [Cu]Br (copper(I) bromide). Solvent: O (water), ice, O1CCOCC1 (1,4-dioxane). Reaction conditions: temperature 3 celsius, time 2 hour. Yields the product BrC=1C=C(C=CC1F)C=1C(=CC=CC1)C#N (3′-bromo-4′-fluorobiphenyl-2-carbonitrile). Isolated yield 45.0%. RXN SMILES: N[C:2]1[CH:3]=[C:4]([C:9]2[C:10]([C:15]#[N:16])=[CH:11][CH:12]=[CH:13][CH:14]=2)[CH:5]=[CH:6][C:7]=1[F:8].N([O-])=O.[Na+].[BrH:21]>O1CCOCC1.O.[Cu]Br>[Br:21][C:2]1[CH:3]=[C:4]([C:9]2[C:10]([C:15]#[N:16])=[CH:11][CH:12]=[CH:13][CH:14]=2)[CH:5]=[CH:6][C:7]=1[F:8] |f:1.2|. Procedure details: A warm solution of 3′-amino-4′-fluorobiphenyl-2-carbonitrile (4.24 g, 20 mmol) in 1,4-dioxane (30 ml) was treated with 48% hydrobromic acid (100 ml) and the resulting suspension stirred and cooled to 3° C. (internal temp). A solution of sodium nitrite (1.59 g, 23 mmol) in water (4 ml) was then added dropwise over 20 min keeping the internal temperature <5° C. Stirring at <5° C. was continued for 2 h before adding a cooled (5° C.) solution of copper(I) bromide in 48% hydrobromic acid (30 ml). The... RXN SMILES: [SH:1][C:2]1[NH:6][C:5]2[CH:7]=[C:8]3[C:12](=[CH:13][C:4]=2[N:3]=1)[C:11]([CH3:15])([CH3:14])[C:10](=[O:16])[C:9]3([CH3:18])[CH3:17].Cl.Cl[CH2:21][C:22]1[C:27]([CH3:28])=[C:26]([O:29][CH3:30])[C:25]([CH3:31])=[CH:24][N:23]=1.[OH-].[Na+]>C(O)C.O>[CH3:30][O:29][C:26]1[C:25]([CH3:31])=[CH:24][N:23]=[C:22]([CH2:21][S:1][C:2]2[NH:3][C:4]3[CH:13]=[C:12]4[C:8](=[CH:7][C:5]=3[N:6]=2)[C:9]([CH3:18])([CH3:17])[C:10](=[O:16])[C:11]4([CH3:14])[CH3:15])[C:27]=1[CH3:28] |f:1.2,3.4|. Reactants: SC1=NC2=C(N1)C=C1C(C(C(C1=C2)(C)C)=O)(C)C (5.7-dihydro-2-mercapto-5,5,7,7-tetramethylindeno[5,6-d]imidazol-6(lH)-one), Cl.ClCC1=NC=C(C(=C1C)OC)C (2-chloromethyl-4-methoxy-3,5-dimethylpyridine hydrochloride), [OH-].[Na+] (sodium hydroxide). Solvent: C(C)O (ethanol), O (water). Yields the product COC1=C(C(=NC=C1C)CSC1=NC2=C(N1)C=C1C(C(C(C1=C2)(C)C)=O)(C)C)C (5,7-dihydro-2-[[(4-methoxy-3,5-dimethyl-2-pyridyl) - methyl]thio]-5,5,7,7-tetramethylindeno[5,6-d]imidazol-6(lH)-one). Procedure details: 18.0 g of 5.7-dihydro-2-mercapto-5,5,7,7-tetramethylindeno[5,6-d]imidazol-6(lH)-one were suspended in 400 ml of ethanol and treated while cooling with ice with 15.6 g of 2-chloromethyl-4-methoxy-3,5-dimethylpyridine hydrochloride. Thereafter, a solution of 5.6 g of sodium hydroxide in 150 ml of water was added dropwise thereto, the mixture was left to boil at reflux overnight and subsequently evaporated to dryness in vacuo. The residue was dissolved in 1000 ml of methylene chloride; the solution... Reactants: [OH-].[Na+] (sodium hydroxide), FC(C1=NC(=NO1)C=1C=C(C(=O)NCCC(=O)OC)C=CC1)(F)F (methyl 3-(3-(5-(trifluoromethyl)-1,2,4-oxadiazol-3-yl)benzamido)propanoate), Cl (HCl). The solvent is C1CCOC1.CO.O (THF MeOH water). Reaction conditions: time 30 minute. Yields the product FC(C1=NC(=NO1)C=1C=C(C(=O)NCCC(=O)O)C=CC1)(F)F (3-(3-(5-(Trifluoromethyl)-1,2,4-oxadiazol-3-yl)benzamido)propanoic acid). As a reaction SMILES: [OH-].[Na+].[F:3][C:4]([F:26])([F:25])[C:5]1[O:9][N:8]=[C:7]([C:10]2[CH:11]=[C:12]([CH:22]=[CH:23][CH:24]=2)[C:13]([NH:15][CH2:16][CH2:17][C:18]([O:20]C)=[O:19])=[O:14])[N:6]=1.Cl>C1COCC1.CO.O>[F:25][C:4]([F:3])([F:26])[C:5]1[O:9][N:8]=[C:7]([C:10]2[CH:11]=[C:12]([CH:22]=[CH:23][CH:24]=2)[C:13]([NH:15][CH2:16][CH2:17][C:18]([OH:20])=[O:19])=[O:14])[N:6]=1 |f:0.1,4.5.6|. Reported procedure: A sodium hydroxide solution (0.2 mL, 5 M) was added to a solution of methyl 3-(3-(5-(trifluoromethyl)-1,2,4-oxadiazol-3-yl)benzamido)propanoate in THF/MeOH/water (4:1:1, 15 mL). The reaction was stirred for 30 min and acidified with 2 M HCl. The reaction was extracted with ethyl acetate several times, dried over sodium sulfate, and used crude. MS (ESI) m/z: Calculated for C13H10F3N3O4: 329.06. found: 330.1 (M+H)+. Starting materials: Cc1ncc(C=O)[nH]1, CC1=CN=C(C=C1)N, [C-]#[N+]C1CCCCC1. The reagents and catalysts are O=C(O)C(F)(F)F (trifluoroacetic acid). The solvent is CC(C)O (isopropyl alcohol), CC(C)O (isopropylalcohol). Conditions: temperature 22 celsius, time 20 hour. Product: Cc1ccc2nc(c3cnc(C)[nH]3)c(NC3CCCCC3)n2c1. Isolated yield 23.5%. RXN SMILES: CC1=CC=C(N)N=C1.[C-]#[N+]C1CCCCC1.CC1=NC=C(N1)C=O>>CC1=NC=C(N1)C1=C(NC2CCCCC2)N2C=C(C)C=CC2=N1. Starting materials: C(C)(C)(C)OC(=O)N1CC=2N(C3=CC=CC=C3C2CC1)CC(=O)OC (2-t-butoxycarbonyl-9-methoxycarbonylmethyl-2,3,4,9-tetrahydro-1H-pyrido[3,4-b]indole), N,N-dicyclohexylcarbodiimide, ON1N=NC2=C1C=CC=C2 (1-hydroxybenzotriazole), Cl (hydrochloric acid), CN (methylamine), aqueous solution, [OH-].[Na+] (sodium hydroxide). The solvent is O1CCCC1 (tetrahydrofuran). Run at time 8 hour. Yields the product C(C)(C)(C)OC(=O)N1CC=2N(C3=CC=CC=C3C2CC1)CC(NC)=O (2-t-Butoxycarbonyl-9-methylcarbamoylmethyl-2,3,4,9-tetrahydro-1H-pyrido[3,4-b]indole). The yield is 87.7%. RXN SMILES: [C:1]([O:5][C:6]([N:8]1[CH2:20][CH2:19][C:18]2[C:17]3[C:12](=[CH:13][CH:14]=[CH:15][CH:16]=3)[N:11]([CH2:21][C:22]([O:24]C)=O)[C:10]=2[CH2:9]1)=[O:7])([CH3:4])([CH3:3])[CH3:2].[OH-].[Na+].Cl.O[N:30]1[C:34]2C=CC=CC=2N=N1.CN>O1CCCC1>[C:1]([O:5][C:6]([N:8]1[CH2:20][CH2:19][C:18]2[C:17]3[C:12](=[CH:13][CH:14]=[CH:15][CH:16]=3)[N:11]([CH2:21][C:22](=[O:24])[NH:30][CH3:34])[C:10]=2[CH2:9]1)=[O:7])([CH3:3])([CH3:4])[CH3:2] |f:1.2|. Procedure: A 10 ml portion of tetrahydrofuran solution containing 0.62 g (1.80 mmol) of 2-t-butoxycarbonyl-9-methoxycarbonylmethyl-2,3,4,9-tetrahydro-1H-pyrido[3,4-b]indole was mixed with 2 ml of aqueous solution containing 0.22 g (5.40 mmol) of sodium hydroxide and stirred overnight at room temperature. This was acidified by adding 1 N hydrochloric acid and extracted with chloroform. The extract was washed with water and dried (Na2SO4), and then the solvent was removed by evaporation under a reduced press... The reactants are O=C([O-])[O-], CCOC(=O)C(C)(Oc1ccc(Cl)cc1)C(O)c1ccc(OCc2ccccc2)cc1, CC[SiH](CC)CC, ClCCl, [Na+], [Na+]. Product: CCOC(=O)C(C)(Cc1ccc(OCc2ccccc2)cc1)Oc1ccc(Cl)cc1. As a reaction SMILES: [C:39](=[O:40])([O-:41])[O-:42].[CH2:1]([CH3:2])[O:3][C:4]([C:5]([CH:6]([OH:7])[c:8]1[cH:9][cH:10][c:11]([O:14][CH2:15][c:16]2[cH:17][cH:18][cH:19][cH:20][cH:21]2)[cH:12][cH:13]1)([CH3:22])[O:23][c:24]1[cH:25][cH:26][c:27]([Cl:30])[cH:28][cH:29]1)=[O:31].[CH2:32]([SiH:33]([CH2:34][CH3:35])[CH2:36][CH3:37])[CH3:38].[Cl:45][CH2:46][Cl:47].[Na+:43].[Na+:44]>>[CH2:1]([CH3:2])[O:3][C:4]([C:5]([CH2:6][c:8]1[cH:9][cH:10][c:11]([O:14][CH2:15][c:16]2[cH:17][cH:18][cH:19][cH:20][cH:21]2)[cH:12][cH:13]1)([CH3:22])[O:23][c:24]1[cH:25][cH:26][c:27]([Cl:30])[cH:28][cH:29]1)=[O:31]. Reactants: CC1(C)CCCCc2ccc(Br)cc21, C1CCNCC1, C#CCCCC. Product: CCCCC#Cc1ccc2c(c1)C(C)(C)CCCC2. Reaction SMILES: [Br:1][c:2]1[cH:3][cH:4][c:5]2[c:6]([cH:14]1)[C:7]([CH3:12])([CH3:13])[CH2:8][CH2:9][CH2:10][CH2:11]2.[CH2:21]1[CH2:22][CH2:23][NH:24][CH2:25][CH2:26]1.[CH:15]#[C:16][CH2:17][CH2:18][CH2:19][CH3:20]>>[c:2]1([C:15]#[C:16][CH2:17][CH2:18][CH2:19][CH3:20])[cH:3][cH:4][c:5]2[c:6]([cH:14]1)[C:7]([CH3:12])([CH3:13])[CH2:8][CH2:9][CH2:10][CH2:11]2.